This data is from the Open Reaction Database (ORD), a public repository of structured organic reaction records. The task is: describe an organic reaction: reactants, conditions, products, and yield Yields the product C(C1=CC=CC=C1)OC1=CC(=NC=C1)NN (1-(4-(benzyloxy)pyridin-2-yl)hydrazine). Procedure: To a solution of 4-(benzyloxy)-2-chloropyridine (4.89 g, 22.30 mmol) in pyridine (120 mL) was added hydrazine (45 mL, 22.30 mmol). After heating to reflux for 18 hours, the mixture was concentrated to provide the crude product, which was used without further purification. Reactants: C(C1=CC=CC=C1)OC1=CC(=NC=C1)Cl (4-(benzyloxy)-2-chloropyridine), NN (hydrazine). The solvent is N1=CC=CC=C1 (pyridine). Reaction SMILES: [CH2:1]([O:8][C:9]1[CH:14]=[CH:13][N:12]=[C:11](Cl)[CH:10]=1)[C:2]1[CH:7]=[CH:6][CH:5]=[CH:4][CH:3]=1.[NH2:16][NH2:17]>N1C=CC=CC=1>[CH2:1]([O:8][C:9]1[CH:14]=[CH:13][N:12]=[C:11]([NH:16][NH2:17])[CH:10]=1)[C:2]1[CH:7]=[CH:6][CH:5]=[CH:4][CH:3]=1. The reactants are CCOC(=O)c1ccc(Cl)s1, CC#N, [Na+], [Na+], O=S(=O)(Cl)Cl, O=S([O-])([O-])=S. Product: CCOC(=O)c1cc(Cl)c(Cl)s1. RXN SMILES: [CH2:1]([CH3:2])[O:3][C:4](=[O:5])[c:6]1[s:7][c:8]([Cl:11])[cH:9][cH:10]1.[CH3:24][C:25]#[N:26].[Na+:22].[Na+:23].[S:12]([Cl:13])(=[O:14])([Cl:15])=[O:16].[S:17]([O-:18])([O-:19])(=[O:20])=[S:21]>>[CH2:1]([CH3:2])[O:3][C:4](=[O:5])[c:6]1[s:7][c:8]([Cl:11])[c:9]([Cl:15])[cH:10]1. The reagents and catalysts are C=1C=CC(=CC1)[P](C=2C=CC=CC2)(C=3C=CC=CC3)[Pd]([P](C=4C=CC=CC4)(C=5C=CC=CC5)C=6C=CC=CC6)([P](C=7C=CC=CC7)(C=8C=CC=CC8)C=9C=CC=CC9)[P](C=1C=CC=CC1)(C=1C=CC=CC1)C=1C=CC=CC1 (tetrakis(triphenylphosphine)palladium(0)). Reactants: BrC1=C(C=C(C=C1)C1=NC(=NO1)C)C (5-(4-bromo-3-methylphenyl)-3-methyl-1,2,4-oxadiazole), B(O)(O)C1=CC=C(C(=O)O)C=C1 (4-boronobenzoic acid), C([O-])([O-])=O.[Na+].[Na+] (sodium carbonate), Cl (hydrochloric acid). The solvent is COCCOC (DME), O (water). Reported procedure: A stirred solution of 5-(4-bromo-3-methylphenyl)-3-methyl-1,2,4-oxadiazole (EP 0533268 A1) (0.65 g, 0.0026 mole) in a mixture of DME (30 ml) and water (30 ml) under argon was treated with 4-boronobenzoic acid (0.43 g, 0.0026 mole), sodium carbonate (1.16 g, 0.011 mole) and tetrakis(triphenylphosphine)palladium(0) (40 mg), then heated under reflux for 4 hours. The mixture was acidified with 1M hydrochloric acid and extracted with ethyl acetate. The extract was dried (Na2SO4) and concentrated in v... The yield is 79.7%. RXN SMILES: Br[C:2]1[CH:7]=[CH:6][C:5]([C:8]2[O:12][N:11]=[C:10]([CH3:13])[N:9]=2)=[CH:4][C:3]=1[CH3:14].B([C:18]1[CH:26]=[CH:25][C:21]([C:22]([OH:24])=[O:23])=[CH:20][CH:19]=1)(O)O.C(=O)([O-])[O-].[Na+].[Na+].Cl>COCCOC.O.C1C=CC([P]([Pd]([P](C2C=CC=CC=2)(C2C=CC=CC=2)C2C=CC=CC=2)([P](C2C=CC=CC=2)(C2C=CC=CC=2)C2C=CC=CC=2)[P](C2C=CC=CC=2)(C2C=CC=CC=2)C2C=CC=CC=2)(C2C=CC=CC=2)C2C=CC=CC=2)=CC=1>[CH3:14][C:3]1[CH:4]=[C:5]([C:8]2[O:12][N:11]=[C:10]([CH3:13])[N:9]=2)[CH:6]=[CH:7][C:2]=1[C:18]1[CH:26]=[CH:25][C:21]([C:22]([OH:24])=[O:23])=[CH:20][CH:19]=1 |f:2.3.4,^1:44,46,65,84|. The product is CC1=C(C=CC(=C1)C1=NC(=NO1)C)C1=CC=C(C=C1)C(=O)O (2'-Methyl-4'-(3-methyl-1,2,4-oxadiazol-5-yl)biphenyl-4-carboxylic acid). Starting materials: Br, CNC(c1ccc(OC)cc1)c1csc(S(N)(=O)=O)c1, [NH4+], [OH-]. Yields the product CNC(c1ccc(O)cc1)c1csc(S(N)(=O)=O)c1. RXN SMILES: [BrH:23].[CH3:1][O:2][c:3]1[cH:4][cH:5][c:6]([CH:9]([c:10]2[cH:11][c:12]([S:15](=[O:16])(=[O:17])[NH2:18])[s:13][cH:14]2)[NH:19][CH3:20])[cH:7][cH:8]1.[NH4+:22].[OH-:21]>>[OH:2][c:3]1[cH:4][cH:5][c:6]([CH:9]([c:10]2[cH:11][c:12]([S:15](=[O:16])(=[O:17])[NH2:18])[s:13][cH:14]2)[NH:19][CH3:20])[cH:7][cH:8]1.